The task is: describe an organic reaction: reactants, conditions, products, and yield. This data is from the Open Reaction Database (ORD), a public repository of structured organic reaction records. Yield: 97.1%. Reported procedure: A mixture of 4-bromo-1-methyl-3,5-diphenylpyrazole (21 g, 0.0671 mole), copper(1)salt of butanethiol (12.58 g, 0.08 mole), pyridine (10 ml) and quinoline (100 ml) is stirred and heated at 175° C. to 180° C. for 8 hours. The reaction mixture is cooled, poured into dilute hydrochloric acid (500 ml) and extracted with benzene. The benzene layer is separated and stripped in vacuo to give a brown oil. The oil is slurried with petroleum ether (b.p. 40° C. to 60° C.), filtered and the filtrate stripped... As a reaction SMILES: Br[C:2]1[C:3]([C:14]2[CH:19]=[CH:18][CH:17]=[CH:16][CH:15]=2)=[N:4][N:5]([CH3:13])[C:6]=1[C:7]1[CH:12]=[CH:11][CH:10]=[CH:9][CH:8]=1.[CH2:20]([SH:24])[CH2:21][CH2:22][CH3:23].N1C2C(=CC=CC=2)C=CC=1.Cl>N1C=CC=CC=1>[CH2:20]([S:24][C:2]1[C:3]([C:14]2[CH:19]=[CH:18][CH:17]=[CH:16][CH:15]=2)=[N:4][N:5]([CH3:13])[C:6]=1[C:7]1[CH:12]=[CH:11][CH:10]=[CH:9][CH:8]=1)[CH2:21][CH2:22][CH3:23]. The solvent is N1=CC=CC=C1 (pyridine), petroleum ether. The reactants are BrC=1C(=NN(C1C1=CC=CC=C1)C)C1=CC=CC=C1 (4-bromo-1-methyl-3,5-diphenylpyrazole), copper(1)salt, C(CCC)S (butanethiol), N1=CC=CC2=CC=CC=C12 (quinoline), Cl (hydrochloric acid). The product is C(CCC)SC=1C(=NN(C1C1=CC=CC=C1)C)C1=CC=CC=C1 (4-(n-Butylthio)-1-methyl-3,5-diphenylpyrazole). The solvent is C1CCOC1 (THF), C(C)(=O)OCC (ethyl acetate). Yields the product C(C)(C)(C)OC(C(CC1=CC=C(C(=O)O)C=C1)NC(=O)OC(C)(C)C)=O (4-{3-tert-butoxy-2-[(tert-butoxycarbonyl)amino]-3-oxopropyl}benzoic acid). Reactants: O([K])[Si](C)(C)C (KOSiMe3), Cl (Hydrochloric acid), C(C)(C)(C)OC(C(CC1=CC=C(C(=O)OC)C=C1)NC(=O)OC(C)(C)C)=O (Methyl 4-{3-tert-butoxy-2-[(tert-butoxycarbonyl)amino]-3-oxopropyl}benzoate), [Cl-].[NH4+] (ammonium chloride). Reaction SMILES: [C:1]([O:5][C:6](=[O:27])[CH:7]([NH:19][C:20]([O:22][C:23]([CH3:26])([CH3:25])[CH3:24])=[O:21])[CH2:8][C:9]1[CH:18]=[CH:17][C:12]([C:13]([O:15]C)=[O:14])=[CH:11][CH:10]=1)([CH3:4])([CH3:3])[CH3:2].O([Si](C)(C)C)[K].[Cl-].[NH4+].Cl>C1COCC1.C(OCC)(=O)C>[C:1]([O:5][C:6](=[O:27])[CH:7]([NH:19][C:20]([O:22][C:23]([CH3:26])([CH3:25])[CH3:24])=[O:21])[CH2:8][C:9]1[CH:18]=[CH:17][C:12]([C:13]([OH:15])=[O:14])=[CH:11][CH:10]=1)([CH3:3])([CH3:4])[CH3:2] |f:2.3|. Procedure: Methyl 4-{3-tert-butoxy-2-[(tert-butoxycarbonyl)amino]-3-oxopropyl}benzoate (0.40 g, 1.05 mmol) was dissolved in THF (10 mL). KOSiMe3 (0.27 g, 2.10 mmol) was added to the solution and allowed to stir overnight at room temperature under nitrogen. Saturated ammonium chloride was added and allowed to stir. Hydrochloric acid (2 mL, 1M solution) was added. The reaction was diluted with ethyl acetate and separated. The aqueous layer was extracted three times with ethyl acetate. The combined organic la... Run at time 8 hour. The reactants are C1CCOC1, [K+], [OH-], CCOC(=O)c1ccc(CO)nc1. Product: [K+], O=C([O-])c1ccc(CO)nc1. As a reaction SMILES: [CH2:16]1[O:17][CH2:18][CH2:19][CH2:20]1.[K+:2].[OH-:1].[OH:3][CH2:4][c:5]1[cH:6][cH:7][c:8]([C:11](=[O:12])[O:13][CH2:14][CH3:15])[cH:9][n:10]1>>[K+:2].[OH:3][CH2:4][c:5]1[cH:6][cH:7][c:8]([C:11](=[O:12])[O-:13])[cH:9][n:10]1.